Dataset: the Open Reaction Database (ORD), a public repository of structured organic reaction records. Task: describe an organic reaction: reactants, conditions, products, and yield Reactants: COc1cc2c(Oc3ccc(NC(=O)c4ccccc4)cc3)ccnc2cc1OCCC(NC(=O)C(C)(C)C)C(=O)O, ClCCl, O=C(O)C(F)(F)F. Yields the product COc1cc2c(Oc3ccc(NC(=O)c4ccccc4)cc3)ccnc2cc1OCCC(N)C(=O)O. Reaction SMILES: [C:1]([c:2]1[cH:3][cH:4][cH:5][cH:6][cH:7]1)(=[O:8])[NH:9][c:10]1[cH:11][cH:12][c:13]([O:14][c:15]2[cH:16][cH:17][n:18][c:19]3[cH:20][c:21]([O:27][CH2:28][CH2:29][CH:30]([C:31](=[O:32])[OH:33])[NH:34][C:35]([C:36]([CH3:37])([CH3:38])[CH3:39])=[O:40])[c:22]([O:25][CH3:26])[cH:23][c:24]23)[cH:41][cH:42]1.[Cl:50][CH2:51][Cl:52].[F:43][C:44]([F:45])([F:46])[C:47]([OH:48])=[O:49]>>[C:1]([c:2]1[cH:3][cH:4][cH:5][cH:6][cH:7]1)(=[O:8])[NH:9][c:10]1[cH:11][cH:12][c:13]([O:14][c:15]2[cH:16][cH:17][n:18][c:19]3[cH:20][c:21]([O:27][CH2:28][CH2:29][CH:30]([C:31](=[O:32])[OH:33])[NH2:34])[c:22]([O:25][CH3:26])[cH:23][c:24]23)[cH:41][cH:42]1. Reactants: NC(C(=O)O)CCC1=C(C=CC=C1)[N+](=O)[O-] (2-amino-4-(2-nitrophenyl)butyric acid), C(C)OC(=O)N1C(C=2C(C1=O)=CC=CC2)=O (N-ethoxycarbonylphthalimide). The solvent is C([O-])([O-])=O.[Na+].[Na+] (sodium carbonate). The product is [N+](=O)([O-])C1=C(C=CC=C1)CCC(C(=O)O)N1C(C=2C(C1=O)=CC=CC2)=O (4-(2-nitrophenyl)-2-phtalimidobutyric acid). The yield is 70.3%. As a reaction SMILES: [NH2:1][CH:2]([CH2:6][CH2:7][C:8]1[CH:13]=[CH:12][CH:11]=[CH:10][C:9]=1[N+:14]([O-:16])=[O:15])[C:3]([OH:5])=[O:4].C(OC(N1[C:26](=[O:27])[C:25]2=[CH:28][CH:29]=[CH:30][CH:31]=[C:24]2[C:23]1=[O:32])=O)C>C(=O)([O-])[O-].[Na+].[Na+]>[N+:14]([C:9]1[CH:10]=[CH:11][CH:12]=[CH:13][C:8]=1[CH2:7][CH2:6][CH:2]([N:1]1[C:26](=[O:27])[C:25]2=[CH:28][CH:29]=[CH:30][CH:31]=[C:24]2[C:23]1=[O:32])[C:3]([OH:5])=[O:4])([O-:16])=[O:15] |f:2.3.4|. Reported procedure: In an aqueous solution (150 ml) of 6.1 g of sodium carbonate is dissolved 11.7 g of 2-amino-4-(2-nitrophenyl)butyric acid, and 15 g of N-ethoxycarbonylphthalimide is added to the solution under stirring. After stirring at room temperature overnight, the insoluble material is removed by filtration, and the filtrate is made weakly acidic with concentrated hydrochloric acid. The viscous material, which separates out, is admixed with 50 ml of ethanol, followed by stirring, whereby there separate out... Starting materials: FC1=C(C=CC(=C1)F)C(C)NCC=1NC(C2=C(N1)CCOC2)=O (2-((1-(2,4-difluorophenyl)ethylamino)methyl)-7,8-dihydro-3H-pyrano[4,3-d]pyrimidin-4(5H)-one), FC1=CC=C(C(=O)C2CCN(CC2)CC(=O)O)C=C1 (2-(4-(4-fluorobenzoyl)piperidin-1-yl)acetic acid), C30H31F2N4O4. Product: FC1=C(C=CC(=C1)F)C(C)N(C(CN1CCC(CC1)C(C1=CC=C(C=C1)F)=O)=O)CC=1NC(C2=C(N1)CCOC2)=O (N-(1-(2,4-Difluorophenyl)ethyl)-2-(4-(4-fluorobenzoyl)piperidin-1-yl)-N-((4-oxo-4,5,7,8-tetrahydro-3H-pyrano[4,3-d]pyrimidin-2-yl)methyl)acetamide). As a reaction SMILES: [F:1][C:2]1[CH:7]=[C:6]([F:8])[CH:5]=[CH:4][C:3]=1[CH:9]([NH:11][CH2:12][C:13]1[NH:14][C:15](=[O:23])[C:16]2[CH2:22][O:21][CH2:20][CH2:19][C:17]=2[N:18]=1)[CH3:10].[F:24][C:25]1[CH:42]=[CH:41][C:28]([C:29]([CH:31]2[CH2:36][CH2:35][N:34]([CH2:37][C:38](O)=[O:39])[CH2:33][CH2:32]2)=[O:30])=[CH:27][CH:26]=1>>[F:1][C:2]1[CH:7]=[C:6]([F:8])[CH:5]=[CH:4][C:3]=1[CH:9]([N:11]([CH2:12][C:13]1[NH:14][C:15](=[O:23])[C:16]2[CH2:22][O:21][CH2:20][CH2:19][C:17]=2[N:18]=1)[C:38](=[O:39])[CH2:37][N:34]1[CH2:35][CH2:36][CH:31]([C:29](=[O:30])[C:28]2[CH:27]=[CH:26][C:25]([F:24])=[CH:42][CH:41]=2)[CH2:32][CH2:33]1)[CH3:10]. Procedure details: Following general procedure of Example 4, the title compound was prepared (43.3 mg) from 2-((1-(2,4-difluorophenyl)ethylamino)methyl)-7,8-dihydro-3H-pyrano[4,3-d]pyrimidin-4(5H)-one and 2-(4-(4-fluorobenzoyl)piperidin-1-yl)acetic acid. Exact mass calculated for C30H31F2N4O4 568.6. found 569.4 (ESI, M+H); 1H NMR (400 MHz, dichloromethane-d2) δ ppm 7.80-8.00 (m, 2H) 7.23-7.41 (m, 1H) 7.11 (t, J=8.59 Hz, 3H) 6.81-6.95 (m, 2H) 6.67-6.81 (m, 2H) 6.41-6.61 (m, 1H) 4.32-4.58 (m, 4H) 4.17-4.32 (m, 1H) 3... The reactants are COCCOC, O=C(NC1CCC(CCN2CCC(C(=O)c3ccc(F)cc3)CC2)CC1)c1ccc(Br)cn1, [Na+], [Na+], O=C([O-])[O-], OB(O)c1ccccc1, c1ccc(P(c2ccccc2)c2ccccc2)cc1. The product is O=C(NC1CCC(CCN2CCC(C(=O)c3ccc(F)cc3)CC2)CC1)c1ccc(-c2ccccc2)cn1. As a reaction SMILES: [CH3:68][O:69][CH2:70][CH2:71][O:72][CH3:73].[F:1][c:2]1[cH:3][cH:4][c:5]([C:6](=[O:7])[CH:8]2[CH2:9][CH2:10][N:11]([CH2:14][CH2:15][CH:16]3[CH2:17][CH2:18][CH:19]([NH:22][C:23](=[O:24])[c:25]4[n:26][cH:27][c:28]([Br:31])[cH:29][cH:30]4)[CH2:20][CH2:21]3)[CH2:12][CH2:13]2)[cH:32][cH:33]1.[Na+:62].[Na+:63].[O-:64][C:65](=[O:66])[O-:67].[OH:34][B:35]([OH:36])[c:37]1[cH:38][cH:39][cH:40][cH:41][cH:42]1.[c:43]1([P:44]([c:45]2[cH:46][cH:47][cH:48][cH:49][cH:50]2)[c:51]2[cH:52][cH:53][cH:54][cH:55][cH:56]2)[cH:57][cH:58][cH:59][cH:60][cH:61]1>>[F:1][c:2]1[cH:3][cH:4][c:5]([C:6](=[O:7])[CH:8]2[CH2:9][CH2:10][N:11]([CH2:14][CH2:15][CH:16]3[CH2:17][CH2:18][CH:19]([NH:22][C:23](=[O:24])[c:25]4[n:26][cH:27][c:28](-[c:37]5[cH:38][cH:39][cH:40][cH:41][cH:42]5)[cH:29][cH:30]4)[CH2:20][CH2:21]3)[CH2:12][CH2:13]2)[cH:32][cH:33]1. Reactants: C#CCBr, Cc1[nH]c2c(N3CCc4ccccc4C3)nccc2c1C, Cl, [H-], [Na+], C1CCOC1. Yields the product C=C=Cn1c(C)c(C)c2ccnc(N3CCc4ccccc4C3)c21, Cl. Reaction SMILES: [CH2:3]([C:4]#[CH:5])[Br:6].[CH2:8]1[N:9]([c:18]2[n:19][cH:20][cH:21][c:22]3[c:23]2[nH:24][c:25]([CH3:28])[c:26]3[CH3:27])[CH2:10][CH2:11][c:12]2[cH:13][cH:14][cH:15][cH:16][c:17]21.[ClH:7].[H-:1].[Na+:2].[O:29]1[CH2:30][CH2:31][CH2:32][CH2:33]1>>[CH:3](=[C:4]=[CH2:5])[n:24]1[c:23]2[c:18]([N:9]3[CH2:8][c:17]4[c:12]([cH:13][cH:14][cH:15][cH:16]4)[CH2:11][CH2:10]3)[n:19][cH:20][cH:21][c:22]2[c:26]([CH3:27])[c:25]1[CH3:28].[ClH:7]. The reactants are COC(=O)c1cc(F)c(C)c(-n2cc(Br)nc(Br)c2=O)c1, CCOCC, C1CCOC1, CCCC(C)C, CCOC(C)=O, CCN(C(C)C)C(C)C, CC(CO)C(N)c1ccccc1. The product is COC(=O)c1cc(F)c(C)c(-n2cc(Br)nc(NC(c3ccccc3)C(C)CO)c2=O)c1. As a reaction SMILES: [Br:1][c:2]1[c:3](=[O:21])[n:4](-[c:9]2[cH:10][c:11]([C:12](=[O:13])[O:14][CH3:15])[cH:16][c:17]([F:20])[c:18]2[CH3:19])[cH:5][c:6]([Br:8])[n:7]1.[CH2:43]([O:44][CH2:45][CH3:46])[CH3:47].[CH2:54]1[O:55][CH2:56][CH2:57][CH2:58]1.[CH3:48][CH2:49][CH2:50][CH:51]([CH3:52])[CH3:53].[CH3:59][CH2:60][O:61][C:62](=[O:63])[CH3:64].[CH:34]([N:35]([CH2:36][CH3:37])[CH:38]([CH3:39])[CH3:40])([CH3:41])[CH3:42].[NH2:22][CH:23]([CH:24]([CH2:25][OH:26])[CH3:27])[c:28]1[cH:29][cH:30][cH:31][cH:32][cH:33]1>>[c:2]1([NH:22][CH:23]([CH:24]([CH2:25][OH:26])[CH3:27])[c:28]2[cH:29][cH:30][cH:31][cH:32][cH:33]2)[c:3](=[O:21])[n:4](-[c:9]2[cH:10][c:11]([C:12](=[O:13])[O:14][CH3:15])[cH:16][c:17]([F:20])[c:18]2[CH3:19])[cH:5][c:6]([Br:8])[n:7]1. The reactants are BrC=1N=C(C(=NC1CC)N[C@H]1[C@H](CC2=CC=CC=C12)O)CC ((1R,2S)-1-[(5-bromo-3,6-diethylpyrazin-2-yl)amino]-2,3-dihydro-1H-inden-2-ol), C(C)C=1C(=NC(=CN1)CC)N[C@@H]1[C@@H](CC2=CC=CC=C12)O ((1S,2R)-1-[(3,6-diethylpyrazin-2-yl)amino]-2,3-dihydro-1H-inden-2-ol). Product: BrC=1N=C(C(=NC1CC)N[C@@H]1[C@@H](CC2=CC=CC=C12)O)CC ((1S,2R)-1-[(5-bromo-3,6-diethylpyrazin-2-yl)amino]-2,3-dihydro-1H-inden-2-ol). As a reaction SMILES: [Br:1][C:2]1[N:3]=[C:4]([CH2:21][CH3:22])[C:5]([NH:10][C@@H:11]2[C:19]3[C:14](=[CH:15][CH:16]=[CH:17][CH:18]=3)[CH2:13][C@@H:12]2[OH:20])=[N:6][C:7]=1[CH2:8][CH3:9].C(C1C(N[C@H]2C3C(=CC=CC=3)C[C@H]2O)=NC(CC)=CN=1)C>>[Br:1][C:2]1[N:3]=[C:4]([CH2:21][CH3:22])[C:5]([NH:10][C@H:11]2[C:19]3[C:14](=[CH:15][CH:16]=[CH:17][CH:18]=3)[CH2:13][C@H:12]2[OH:20])=[N:6][C:7]=1[CH2:8][CH3:9]. Reported procedure: Following the procedure for the preparation of (1R,2S)-1-[(5-bromo-3,6-diethylpyrazin-2-yl)amino]-2,3-dihydro-1H-inden-2-ol but substituting (1S,2R)-1-[(3,6-diethylpyrazin-2-yl)amino]-2,3-dihydro-1H-inden-2-ol and making non-critical variations provided the title compound as a pale yellow solid. MS (ESI+) for C17H20BrN3O m/z 361.9 (M+H)+.